From a dataset of the Open Reaction Database (ORD), a public repository of structured organic reaction records. describe an organic reaction: reactants, conditions, products, and yield As a reaction SMILES: [Br:8][CH2:9][CH2:10][CH2:11][C:12](=[O:13])[O:14][CH2:15][CH3:16].[C:17](=[O:18])([O-:19])[O-:20].[Cs+:21].[Cs+:22].[O:23]=[CH:24][N:25]([CH3:26])[CH3:27].[OH:1][c:2]1[cH:3][cH:4][n:5][cH:6][cH:7]1>>[O:1]([c:2]1[cH:3][cH:4][n:5][cH:6][cH:7]1)[CH2:9][CH2:10][CH2:11][C:12](=[O:13])[O:14][CH2:15][CH3:16]. Starting materials: CCOC(=O)CCCBr, O=C([O-])[O-], [Cs+], [Cs+], CN(C)C=O, Oc1ccncc1. The product is CCOC(=O)CCCOc1ccncc1. Starting materials: CCCC[N+](CCCC)(CCCC)CCCC, [F-], CC(C)[Si](C#Cc1ccc(F)c(N2CCOCC2)c1)(C(C)C)C(C)C, C1CCOC1. Yields the product C#Cc1ccc(F)c(N2CCOCC2)c1. As a reaction SMILES: [CH3:27][CH2:28][CH2:29][CH2:30][N+:31]([CH2:32][CH2:33][CH2:34][CH3:35])([CH2:36][CH2:37][CH2:38][CH3:39])[CH2:40][CH2:41][CH2:42][CH3:43].[F-:26].[F:1][c:2]1[c:3]([N:20]2[CH2:21][CH2:22][O:23][CH2:24][CH2:25]2)[cH:4][c:5]([C:8]#[C:9][Si:10]([CH:11]([CH3:12])[CH3:13])([CH:14]([CH3:15])[CH3:16])[CH:17]([CH3:18])[CH3:19])[cH:6][cH:7]1.[O:44]1[CH2:45][CH2:46][CH2:47][CH2:48]1>>[F:1][c:2]1[c:3]([N:20]2[CH2:21][CH2:22][O:23][CH2:24][CH2:25]2)[cH:4][c:5]([C:8]#[CH:9])[cH:6][cH:7]1. The reactants are [BH4-].[Na+] (Sodium borohydride), C(C)(=O)O (acetic acid), O.NC=1C=C(CC=CCN)C=C(C1OC1=CC=CC=C1)S(N)(=O)=O ((3-amino-4-phenoxy-5-sulfamylbenzyl)allylamine hydrate), C(C1=CC=CC=C1)=O (benzaldehyde). The solvent is CO (methanol), O (water). Product: C(C1=CC=CC=C1)NC=1C=C(CC=CCN)C=C(C1OC1=CC=CC=C1)S(N)(=O)=O ((3-Benzylamino-4-phenoxy-5-sulfamylbenzyl)allylamine). RXN SMILES: O.[NH2:2][C:3]1[CH:4]=[C:5]([CH:11]=[C:12]([S:21](=[O:24])(=[O:23])[NH2:22])[C:13]=1[O:14][C:15]1[CH:20]=[CH:19][CH:18]=[CH:17][CH:16]=1)[CH2:6][CH:7]=[CH:8][CH2:9][NH2:10].[CH:25](=O)[C:26]1[CH:31]=[CH:30][CH:29]=[CH:28][CH:27]=1.[BH4-].[Na+].C(O)(=O)C>CO.O>[CH2:25]([NH:2][C:3]1[CH:4]=[C:5]([CH:11]=[C:12]([S:21](=[O:24])(=[O:23])[NH2:22])[C:13]=1[O:14][C:15]1[CH:20]=[CH:19][CH:18]=[CH:17][CH:16]=1)[CH2:6][CH:7]=[CH:8][CH2:9][NH2:10])[C:26]1[CH:31]=[CH:30][CH:29]=[CH:28][CH:27]=1 |f:0.1,3.4|. Reported procedure: A solution of (3-amino-4-phenoxy-5-sulfamylbenzyl)allylamine hydrate (3.3 g; prepared as described in Example 111) and benzaldehyde (1.2 g) in methanol (35 ml) is refluxed for 16 hours. Sodium borohydride (1.0 g) is then during 30 minutes added in portions while stirring at 0°-5° C. After additional stirring for 2 hours, acetic acid (1.0 ml) followed by water (120 ml) is cautiously added to precipitate crude (3-benzylamino-4-phenoxy-5-sulfamylbenzyl)allylamine. After filtration and recrystalliza... Starting materials: ClC=1OC(=CN1)C1=CC=CC(=N1)NC1=NC=C(C=C1)Cl ([6-(2-chloro-oxazol-5-yl)-pyridin-2-yl]-(5-chloro-pyridin-2-yl)-amine), S1C=C(C=C1)B(O)O (3-thiopheneboronic acid), C(=O)([O-])[O-].[K+].[K+] (K2CO3). The reagents and catalysts are C=1C=CC(=CC1)[P](C=2C=CC=CC2)(C=3C=CC=CC3)[Pd]([P](C=4C=CC=CC4)(C=5C=CC=CC5)C=6C=CC=CC6)([P](C=7C=CC=CC7)(C=8C=CC=CC8)C=9C=CC=CC9)[P](C=1C=CC=CC1)(C=1C=CC=CC1)C=1C=CC=CC1 (Pd(PPh3)4). The solvent is C1CCOC1 (THF), O (water), O (water). Reaction conditions: temperature 100 celsius. The product is ClC=1C=CC(=NC1)NC1=NC(=CC=C1)C1=CN=C(O1)C1=CSC=C1 ((5-chloro-pyridin-2-yl)-[6-(2-thiophen-3-yl-oxazol-5-yl)-pyridin-2-yl]-amine). The yield is 88.7%. RXN SMILES: Cl[C:2]1[O:3][C:4]([C:7]2[N:12]=[C:11]([NH:13][C:14]3[CH:19]=[CH:18][C:17]([Cl:20])=[CH:16][N:15]=3)[CH:10]=[CH:9][CH:8]=2)=[CH:5][N:6]=1.[S:21]1[CH:25]=[CH:24][C:23](B(O)O)=[CH:22]1.C([O-])([O-])=O.[K+].[K+]>C1COCC1.O.C1C=CC([P]([Pd]([P](C2C=CC=CC=2)(C2C=CC=CC=2)C2C=CC=CC=2)([P](C2C=CC=CC=2)(C2C=CC=CC=2)C2C=CC=CC=2)[P](C2C=CC=CC=2)(C2C=CC=CC=2)C2C=CC=CC=2)(C2C=CC=CC=2)C2C=CC=CC=2)=CC=1>[Cl:20][C:17]1[CH:18]=[CH:19][C:14]([NH:13][C:11]2[CH:10]=[CH:9][CH:8]=[C:7]([C:4]3[O:3][C:2]([C:23]4[CH:24]=[CH:25][S:21][CH:22]=4)=[N:6][CH:5]=3)[N:12]=2)=[N:15][CH:16]=1 |f:2.3.4,^1:44,46,65,84|. Reported procedure: A solution of [6-(2-chloro-oxazol-5-yl)-pyridin-2-yl]-(5-chloro-pyridin-2-yl)-amine (50 mg, 0.162 mmol) in THF (4 ml) and water (2 ml) was treated with 3-thiopheneboronic acid (25 mg, 0.195 mmol), Pd(PPh3)4 (19 mg, 0.0162 mmol) and K2CO3 (50 mg, 0.358 mmol) before heating to 100° C. for 60 h. The cooled mixture was treated with water and extracted with DCM. The combined organics were dried over MgSO4, filtered and evaporated under reduced pressure before purification by column chromatography on ... Reactants: CC(=C)C(CCC(C=C)=C)O (2-methyl-6-methylene-1,7-octadien-3-ol), C(C)(OCC)(OCC)OCC (triethyl orthoacetate), C(CC)(=O)O (propionic acid). Run in N1=CC=CC=C1 (pyridine). Conditions: temperature 135 celsius. Product: C/C(/CCC(=O)OCC)=C\CCC(C=C)=C (ethyl 4-methyl-8-methylene-(E)-4,9-decadienoate). The yield is 70.5%. RXN SMILES: [CH3:1][C:2]([CH:4](O)[CH2:5][CH2:6][C:7](=[CH2:10])[CH:8]=[CH2:9])=[CH2:3].[C:12](OCC)([O:17]CC)([O:14][CH2:15][CH3:16])[CH3:13].C(O)(=O)CC>N1C=CC=CC=1>[CH3:1]/[C:2](=[CH:4]\[CH2:5][CH2:6][C:7](=[CH2:10])[CH:8]=[CH2:9])/[CH2:3][CH2:13][C:12]([O:14][CH2:15][CH3:16])=[O:17]. Procedure: A mixture of 2-methyl-6-methylene-1,7-octadien-3-ol (34 g, 0.224 M), triethyl orthoacetate (80 g, 0.5 M) and propionic acid (1 ml) is heated at 135° C. (bath temperature) under nitrogen for four hours. The resulting mixture is cooled to room temperature and treated with pyridine (1 ml). Most of the excess reagent is removed in vacuo (high vacuum pump) and the residue is purified by column chromatography on silica gel (300 g) with 5% ether in petroleum ether, to give ethyl 4-methyl-8-methylene-(E...